This data is from the Open Reaction Database (ORD), a public repository of structured organic reaction records. The task is: describe an organic reaction: reactants, conditions, products, and yield Starting materials: FC(C1=CC=C(C(=O)O)C=C1)(F)F (4-(trifluoromethyl)benzoic acid), O=C(CC(=O)OCC)C=1SC=CC1 (ethyl 3-oxo-3-(2-thienyl)propanoate), S1C(=CC=C1)C1=NC(=NC=C1)N ((2-thienyl)pyrimidin-2-amine), CC1(OC(CC(O1)=O)=O)C (2,2-dimethyl-1,3-dioxane-4,6-dione). Yields the product O=C(CC(=O)OCC)C1=CC=C(C=C1)C(F)(F)F (ethyl 3-oxo-3-[4-(trifluoromethyl)phenyl]propanoate). Reaction SMILES: O=C(C1SC=CC=1)CC(OCC)=O.S1C=CC=C1C1C=CN=C(N)N=1.C[C:27]1([CH3:35])[O:32][C:31](=[O:33])[CH2:30][C:29](=[O:34])O1.[F:36][C:37]([F:48])([F:47])[C:38]1[CH:46]=[CH:45][C:41](C(O)=O)=[CH:40][CH:39]=1>>[O:34]=[C:29]([C:41]1[CH:45]=[CH:46][C:38]([C:37]([F:48])([F:47])[F:36])=[CH:39][CH:40]=1)[CH2:30][C:31]([O:32][CH2:27][CH3:35])=[O:33]. Procedure: This material is prepared by a method analogous to that described for preparation of ethyl 3-oxo-3-(2-thienyl)propanoate in preparation of 1D, starting from 2,2-dimethyl-1,3-dioxane-4,6-dione and 4-(trifluoromethyl)benzoic acid. Starting materials: ( 121.3 ), NC(C)O (aminoethanol), C(CCCCCCCCCC)C#N (Undecyl cyanide), C(CCCCCCCCCC)#N (undecanenitrile). Reagents/catalysts: O.O.C(C)(=O)[O-].[Cd+2].C(C)(=O)[O-] (cadmium acetate dihydrate). Run in C(CCC)O (1-butanol). Product: C(CCCCCCCCC)C=1OCCN1 (2-decyl-2-oxazoline). The yield is 64.3%. Reaction SMILES: [CH2:1]([C:12]#[N:13])[CH2:2][CH2:3][CH2:4][CH2:5][CH2:6][CH2:7][CH2:8][CH2:9][CH2:10]C.C(#N)CCCCCCCCCC.N[CH:27]([OH:29])[CH3:28]>C(O)CCC.O.O.C([O-])(=O)C.[Cd+2].C([O-])(=O)C>[CH2:1]([C:12]1[O:29][CH2:27][CH2:28][N:13]=1)[CH2:2][CH2:3][CH2:4][CH2:5][CH2:6][CH2:7][CH2:8][CH2:9][CH3:10] |f:4.5.6.7.8|. Procedure: Undecyl cyanide in Example 1 was substituted with 18.13 g (108.4 mmoles) of undecanenitrile and allowed to react with 7.5 ml (121.3) mmoles of aminoethanol in presence of cadmium acetate dihydrate (667 mg; 2.5 mmoles) in 1-butanol under identical reaction conditions. The reaction mixture was worked up following Example 1 and the residue was distilled at 118°-120° C./1.2 mm to give 14.72 g (64.3%) of 2-decyl-2-oxazoline. The reactants are CC(c1ccccc1)N(Cc1ccccc1)C(CC(=O)NCCC(C)(C)C)C1CCCCC1, CO, CCOC(C)=O, CCO. Yields the product CC(C)(C)CCNC(=O)CC(N)C1CCCCC1. RXN SMILES: [CH2:1]([N:8]([CH:2]([c:3]1[cH:4][cH:5][cH:6][cH:7][cH:26]1)[CH3:27])[CH:9]([CH2:10][C:11](=[O:12])[NH:13][CH2:14][CH2:15][C:16]([CH3:17])([CH3:18])[CH3:19])[CH:20]1[CH2:21][CH2:22][CH2:23][CH2:24][CH2:25]1)[c:28]1[cH:29][cH:30][cH:31][cH:32][cH:33]1.[CH3:34][OH:35].[CH3:36][CH2:37][O:38][C:39](=[O:40])[CH3:41].[CH3:42][CH2:43][OH:44]>>[NH2:8][CH:9]([CH2:10][C:11](=[O:12])[NH:13][CH2:14][CH2:15][C:16]([CH3:17])([CH3:18])[CH3:19])[CH:20]1[CH2:21][CH2:22][CH2:23][CH2:24][CH2:25]1. Reactants: solution, [OH-].OCC[N+](C)(C)C (choline hydroxide), C(C)C(C(=O)O)CCCC (2-ethylhexanoic acid), OCC[N+](C)(C)C (choline), C(C)OC(CCCCC)=O (ethylhexanoate), aliphatic carboxylic acids. The product is CCCCC(CC)C(=O)[O-].C[N+](C)(C)CCO (Choline 2-ethylhexanoate). RXN SMILES: [OH-].[OH:2][CH2:3][CH2:4][N+:5]([CH3:8])([CH3:7])[CH3:6].[CH2:9]([CH:11]([CH2:15][CH2:16][CH2:17][CH3:18])[C:12]([OH:14])=[O:13])[CH3:10].OCC[N+](C)(C)C.C(OC(=O)CCCCC)C>>[CH3:18][CH2:17][CH2:16][CH2:15][CH:11]([C:12]([O-:14])=[O:13])[CH2:9][CH3:10].[CH3:6][N+:5]([CH2:4][CH2:3][OH:2])([CH3:8])[CH3:7] |f:0.1,5.6|. Procedure details: 272.13 g of a 40% solution of choline hydroxide and 145.73 g of 2-ethylhexanoic acid were stirred vigorously for 30 min at RT in a glass flask with reflux condenser, heatable oil bath, mechanical stirrer and internal thermometer. Water and methanol were distilled off in a rotary evaporator at 30-45° C. under a vacuum increased gradually to 20 mbar. The product was then taken up in n-hexane and re-evaporated in the rotary evaporator and dried at 0.1 mbar and 40° C. for 2 h, giving a slightly colo...